Dataset: the Open Reaction Database (ORD), a public repository of structured organic reaction records. Task: describe an organic reaction: reactants, conditions, products, and yield The reactants are O=Cc1cscc1Br, CC#N, OB(O)C=Cc1ccc(Cl)cc1, [K+], [K+], [K+], CC(=O)[O-], CC(=O)[O-], O, O=P([O-])([O-])[O-], [Pd+2], c1ccc(P(c2ccccc2)c2ccccc2)cc1. The product is O=Cc1cscc1C=Cc1ccc(Cl)cc1. RXN SMILES: [Br:13][c:14]1[cH:15][s:16][cH:17][c:18]1[CH:19]=[O:20].[CH3:58][C:59]#[N:60].[Cl:1][c:2]1[cH:3][cH:4][c:5]([CH:8]=[CH:9][B:10]([OH:11])[OH:12])[cH:6][cH:7]1.[K+:26].[K+:27].[K+:28].[O-:50][C:51]([CH3:52])=[O:53].[O-:54][C:55]([CH3:56])=[O:57].[OH2:48].[P:21]([O-:22])([O-:23])([O-:24])=[O:25].[Pd+2:49].[c:29]1([P:30]([c:31]2[cH:32][cH:33][cH:34][cH:35][cH:36]2)[c:37]2[cH:38][cH:39][cH:40][cH:41][cH:42]2)[cH:43][cH:44][cH:45][cH:46][cH:47]1>>[Cl:1][c:2]1[cH:3][cH:4][c:5]([CH:8]=[CH:9][c:14]2[cH:15][s:16][cH:17][c:18]2[CH:19]=[O:20])[cH:6][cH:7]1. Reactants: C(=O)([O-])[O-].[K+].[K+] (K2CO3), [N+](=O)([O-])C=1NC=CN1 (2-nitroimidazole), BrCCC=C(C)C (5-Bromo-2-methyl-2-pentene). The solvent is C(C)OCC (diethyl ether), CN(C=O)C (dimethylformamide). Conditions: temperature 75 celsius, time 48 hour. Yields the product CC(=CCCN1C(=NC=C1)[N+](=O)[O-])C (4-Methyl-1-(2-nitro-1H-imidazol-1-yl)-3-pentene). RXN SMILES: Br[CH2:2][CH2:3][CH:4]=[C:5]([CH3:7])[CH3:6].C([O-])([O-])=O.[K+].[K+].[N+:14]([C:17]1[NH:18][CH:19]=[CH:20][N:21]=1)([O-:16])=[O:15]>CN(C)C=O.C(OCC)C>[CH3:6][C:5]([CH3:7])=[CH:4][CH2:3][CH2:2][N:18]1[CH:19]=[CH:20][N:21]=[C:17]1[N+:14]([O-:16])=[O:15] |f:1.2.3|. Reported procedure: 5-Bromo-2-methyl-2-pentene (25 g, 0.154 mol) was dissolved in dry dimethylformamide (DMF) (200 mL). To the solution was added K2CO3 (21.3 g, 0.154 mol) and 2-nitroimidazole (17.4 g, 0.154 mol). The mixture was stirred under N2 atmosphere at 75° C. for 48 hours. DMF was evaporated on a rotary evaporator. The yellow gummy residue was stirred with water (150 mL) to give yellow solid, which was dissolved in diethyl ether (150 mL), dried over Na2SO4 and evaporated on a rotary evaporator to yield the ... Starting materials: CCN(CC)CCN(C)C1=NC(=O)CS1, O=Cc1ccc2c(c1)c(I)nn2Cc1ccc(C(F)(F)F)cc1C(F)(F)F. Yields the product CCN(CC)CCN(C)C1=NC(=O)C(=Cc2ccc3c(c2)c(I)nn3Cc2ccc(C(F)(F)F)cc2C(F)(F)F)S1. RXN SMILES: [CH2:28]([CH3:29])[N:30]([CH2:31][CH2:32][N:33]([C:34]1=[N:38][C:37](=[O:39])[CH2:36][S:35]1)[CH3:40])[CH2:41][CH3:42].[F:1][C:2]([c:3]1[c:4]([CH2:5][n:6]2[n:7][c:8]([I:17])[c:9]3[cH:10][c:11]([CH:15]=[O:16])[cH:12][cH:13][c:14]23)[cH:18][cH:19][c:20]([C:22]([F:23])([F:24])[F:25])[cH:21]1)([F:26])[F:27]>>[F:1][C:2]([c:3]1[c:4]([CH2:5][n:6]2[n:7][c:8]([I:17])[c:9]3[cH:10][c:11]([CH:15]=[C:36]4[S:35][C:34]([N:33]([CH2:32][CH2:31][N:30]([CH2:28][CH3:29])[CH2:41][CH3:42])[CH3:40])=[N:38][C:37]4=[O:39])[cH:12][cH:13][c:14]23)[cH:18][cH:19][c:20]([C:22]([F:23])([F:24])[F:25])[cH:21]1)([F:26])[F:27]. RXN SMILES: [CH2:14]([CH:15]([CH3:16])[CH3:17])[Mg+:18].[CH3:1][O:2][C:3]([c:4]1[cH:5][cH:6][c:7]([CH:10]=[O:11])[cH:8][cH:9]1)=[O:12].[Cl-:13]>>[CH3:1][O:2][C:3]([c:4]1[cH:5][cH:6][c:7]([CH:10]([OH:11])[CH2:14][CH:15]([CH3:16])[CH3:17])[cH:8][cH:9]1)=[O:12]. Reactants: CC(C)C[Mg+], COC(=O)c1ccc(C=O)cc1, [Cl-]. Yields the product COC(=O)c1ccc(C(O)CC(C)C)cc1. The reactants are Cl.CN(CCCN=C=NCC)C (1-(3-dimethylaminopropyl)-3-ethylcarbodiimide hydrochloride), C(C)OC(C1=CC(C(=O)O)=CC(=C1)C(N(CCC)C)=O)=O (5-(methyl-propyl-carbamoyl)-isophthalic acid monoethyl ester), S(O)(O)(=O)=O (sulfuric acid), ON1N=NC2=C1C=CC=C2 (1-hydroxybenzotriazole). The solvent is C(C)N(CC)CC (triethylamine), C(C)(C)O (isopropanol). Product: C(C)(C)OC(C=1C=C(C(=O)OCC)C=C(C1)C(N(CCC)C)=O)=O (5-(Methyl-propylcarbamoyl)-isophthalic acid 1-ethyl ester 3-isopropyl ester). RXN SMILES: [CH2:1]([O:3][C:4](=[O:21])[C:5]1[CH:13]=[C:12]([C:14](=[O:20])[N:15]([CH3:19])[CH2:16][CH2:17][CH3:18])[CH:11]=[C:7]([C:8]([OH:10])=[O:9])[CH:6]=1)[CH3:2].S(=O)(=O)(O)O.ON1[C:32]2C=CC=C[C:31]=2N=N1.Cl.[CH3:38]N(C)CCCN=C=NCC>C(N(CC)CC)C.C(O)(C)C>[CH:1]([O:3][C:4](=[O:21])[C:5]1[CH:6]=[C:7]([CH:11]=[C:12]([C:14](=[O:20])[N:15]([CH3:19])[CH2:16][CH2:17][CH3:18])[CH:13]=1)[C:8]([O:10][CH2:31][CH3:32])=[O:9])([CH3:38])[CH3:2] |f:3.4|. Procedure details: Sonicate a mixture of 5-(methyl-propyl-carbamoyl)-isophthalic acid monoethyl ester (146 mg, 0.5 mmol), isopropanol (0.75 mL) and concentrated sulfuric acid (25 μL) then stir the resulting solution at room temperature for one month. Add 1-hydroxybenzotriazole (68 mg, 0.5 mmol), 1-(3-dimethylaminopropyl)-3-ethylcarbodiimide hydrochloride (96 mg, 0.5 mmol), and triethylamine (100 μL). Stir overnight at room temperature. Add dichloromethane (25 mL) and wash with 0.1 N citric acid (5 mL), saturated a... Reactants: C(#N)C1=CC(=C(CN(CC(=O)OC(C)(C)C)C)C(=C1)F)F (tert-butyl 2-((4-cyano-2,6-difluorobenzyl)(methyl)amino)acetate), NO (hydroxylamine). The solvent is C(C)O (ethanol). Product: FC1=C(CN(CC(=O)OC(C)(C)C)C)C(=CC(=C1)C(N)=NO)F (tert-butyl 2-((2,6-difluoro-4-(N′-hydroxycarbamimidoyl)benzyl)(methyl)amino)acetate). As a reaction SMILES: [C:1]([C:3]1[CH:19]=[C:18]([F:20])[C:6]([CH2:7][N:8]([CH3:17])[CH2:9][C:10]([O:12][C:13]([CH3:16])([CH3:15])[CH3:14])=[O:11])=[C:5]([F:21])[CH:4]=1)#[N:2].[NH2:22][OH:23]>C(O)C>[F:21][C:5]1[CH:4]=[C:3]([C:1](=[N:22][OH:23])[NH2:2])[CH:19]=[C:18]([F:20])[C:6]=1[CH2:7][N:8]([CH3:17])[CH2:9][C:10]([O:12][C:13]([CH3:14])([CH3:15])[CH3:16])=[O:11]. Reported procedure: A solution of tert-butyl 2-((4-cyano-2,6-difluorobenzyl)(methyl)amino)acetate (0.281 g, 0.95 mmol) and 50% aqueous hydroxylamine (0.32 mL) in ethanol (1.3 mL) was heated at 75° C. for 18 hours. The solvent was evaporated in vacuo. The residue was partitioned between EtOAc and water, and then the organic phase was passed through a hydrophobic frit. The solvent was evaporated in vacuo to afford the title compound. 1H NMR (CDCl3, 400 MHz) δ 7.22-7.13 (2H, m), 4.81 (2H, br s), 3.91 (2H, s), 3.20 (2H...